Task: describe an organic reaction: reactants, conditions, products, and yield. Dataset: the Open Reaction Database (ORD), a public repository of structured organic reaction records RXN SMILES: [CH3:31][N:32]([CH3:33])[CH:34]=[O:35].[F:21][c:22]1[cH:23][c:24]([CH2:25][Br:26])[cH:27][cH:28][c:29]1[F:30].[NH:1]1[CH2:2][CH2:3][CH:4]([CH2:7][O:8][c:9]2[c:10]3[c:11]([NH2:20])[n:12][c:13]([NH2:19])[n:14][c:15]3[cH:16][cH:17][cH:18]2)[CH2:5][CH2:6]1>>[N:1]1([CH2:25][c:24]2[cH:23][c:22]([F:21])[c:29]([F:30])[cH:28][cH:27]2)[CH2:2][CH2:3][CH:4]([CH2:7][O:8][c:9]2[c:10]3[c:11]([NH2:20])[n:12][c:13]([NH2:19])[n:14][c:15]3[cH:16][cH:17][cH:18]2)[CH2:5][CH2:6]1. Yields the product Nc1nc(N)c2c(OCC3CCN(Cc4ccc(F)c(F)c4)CC3)cccc2n1. Reactants: CN(C)C=O, Fc1ccc(CBr)cc1F, Nc1nc(N)c2c(OCC3CCNCC3)cccc2n1. Reactants: CCOC(=O)CCCN1CCOCC1, [Na+], [OH-]. Product: O=C(O)CCCN1CCOCC1. Reaction SMILES: [CH2:1]([CH3:2])[O:3][C:4]([CH2:5][CH2:6][CH2:7][N:8]1[CH2:9][CH2:10][O:11][CH2:12][CH2:13]1)=[O:14].[Na+:16].[OH-:15]>>[O:3]=[C:4]([CH2:5][CH2:6][CH2:7][N:8]1[CH2:9][CH2:10][O:11][CH2:12][CH2:13]1)[OH:14]. Starting materials: FC1=CC=C(C=C1)C1=CC=C(C=C1)C1(NNC(C1)=N)C (3-(4'-fluoro-4-biphenylyl)-3-methyl-5-imino-pyrazolidine), Cl (hydrochloric acid), C(C)O (ethanol). Product: FC1=CC=C(C=C1)C1=CC=C(C=C1)C1(NNC(C1)=O)C (3-(4'-fluoro-4-biphenylyl)-3-methyl-pyrazolidin-5-one). RXN SMILES: [F:1][C:2]1[CH:7]=[CH:6][C:5]([C:8]2[CH:13]=[CH:12][C:11]([C:14]3([CH3:20])[CH2:18][C:17](=N)[NH:16][NH:15]3)=[CH:10][CH:9]=2)=[CH:4][CH:3]=1.Cl.C([OH:24])C>>[F:1][C:2]1[CH:7]=[CH:6][C:5]([C:8]2[CH:13]=[CH:12][C:11]([C:14]3([CH3:20])[CH2:18][C:17](=[O:24])[NH:16][NH:15]3)=[CH:10][CH:9]=2)=[CH:4][CH:3]=1. Procedure details: 26.9 g of 3-(4'-fluoro-4-biphenylyl)-3-methyl-5-imino-pyrazolidine [obtainable from 3-(4'-fluoro-4-biphenylyl)-2-butenoic acid nitrile and hydrazine] are boiled for 10 minutes with 150 ml of 20% strength aqueous hydrochloric acid and 150 ml of ethanol, and the solution is concentrated, neutralized and worked up in the usual manner to give 3-(4'-fluoro-4-biphenylyl)-3-methyl-pyrazolidin-5-one, m.p. 194°-196°. The reactants are COC(=O)C=1C(=CC=C(C1)C(N)=S)C1=C(C=CC=C1)[N+](=O)[O-] (2′-nitro-4-thiocarbamoyl-biphenyl-2-carboxylic acid methyl ester), COC(=O)C=1C(=CC=C(C1)C(N)=S)C1=C(C=CC=C1)[N+](=O)[O-] (2′-nitro-4-thiocarbamoyl-biphenyl-2-carboxylic acid methyl ester), BrC=1C=C(C(CBr)=O)C=CC1 (3-bromophenacyl bromide). Product: BrC=1C=C(C=CC1)C=1N=C(SC1)C=1C=C(C(=CC1)C1=C(C=CC=C1)[N+](=O)[O-])C(=O)O (4-[4-(3-Bromo-phenyl)-thiazol-2-yl]-2′-nitro-biphenyl-2-carboxylic acid). Isolated yield 34.0%. Reaction SMILES: C[O:2][C:3]([C:5]1[C:6]([C:14]2[CH:19]=[CH:18][CH:17]=[CH:16][C:15]=2[N+:20]([O-:22])=[O:21])=[CH:7][CH:8]=[C:9]([C:11](=[S:13])[NH2:12])[CH:10]=1)=[O:4].[Br:23][C:24]1[CH:25]=[C:26]([CH:31]=[CH:32][CH:33]=1)[C:27](=O)[CH2:28]Br>>[Br:23][C:24]1[CH:25]=[C:26]([C:27]2[N:12]=[C:11]([C:9]3[CH:10]=[C:5]([C:3]([OH:2])=[O:4])[C:6]([C:14]4[CH:19]=[CH:18][CH:17]=[CH:16][C:15]=4[N+:20]([O-:22])=[O:21])=[CH:7][CH:8]=3)[S:13][CH:28]=2)[CH:31]=[CH:32][CH:33]=1. Procedure details: 4-[4-(3-Bromo-phenyl)-thiazol-2-yl]-2′-nitro-biphenyl-2-carboxylic acid (106 mg, 34%) was prepared from 2′-nitro-4-thiocarbamoyl-biphenyl-2-carboxylic acid methyl ester (which may be prepared as described for Intermediate 4) and 3-bromophenacyl bromide (available from Aldrich Chemical Company, Inc.) using the procedure described for the preparation of Example 1. 1H NMR (300 MHz, DMSO-d6) δ 13.17 (s, 1H), 8.56 (d, J=1.8 Hz, 1H), 8.43 (s, 1H), 8.08-8.29 (m, 4H), 7.41-7.82 (m, 6H). The reactants are FC(C(O)(C=1C=C2C=NN(C2=CC1)C1=CC=C(C=C1)F)C1=CN(C2=NC=CC=C21)CC(=O)O)(F)F ((3-{2,2,2-trifluoro-1-[1-(4-fluorophenyl)-1H-indazol-5-yl]-1-hydroxyethyl}pyrrolo[2,3-b]pyridin-1-yl)acetic acid), C1=CN(C=N1)C(=O)N2C=CN=C2 (N,N-carbonyldiimidazole), [H-].[Na+] (sodium hydride), CS(=O)(=O)N (methanesulfonamide). Solvent: CN(C)C=O (DMF). Run at time 5 minute. Yields the product FC(C(O)(C=1C=C2C=NN(C2=CC1)C1=CC=C(C=C1)F)C1=CN(C2=NC=CC=C21)CC(=O)NS(=O)(=O)C)(F)F (N-[2-(3-{2,2,2-Trifluoro-1-[1-(4-fluorophenyl)-1H-indazol-5-yl]-1-hydroxyethyl}pyrrolo[2,3-b]pyridin-1-yl)acetyl]methanesulfonamide). RXN SMILES: [F:1][C:2]([F:35])([F:34])[C:3]([C:21]1[C:29]2[C:24](=[N:25][CH:26]=[CH:27][CH:28]=2)[N:23]([CH2:30][C:31](O)=[O:32])[CH:22]=1)([C:5]1[CH:6]=[C:7]2[C:11](=[CH:12][CH:13]=1)[N:10]([C:14]1[CH:19]=[CH:18][C:17]([F:20])=[CH:16][CH:15]=1)[N:9]=[CH:8]2)[OH:4].C1N=CN(C(N2C=NC=C2)=O)C=1.[CH3:48][S:49]([NH2:52])(=[O:51])=[O:50].[H-].[Na+]>CN(C=O)C>[F:1][C:2]([F:34])([F:35])[C:3]([C:21]1[C:29]2[C:24](=[N:25][CH:26]=[CH:27][CH:28]=2)[N:23]([CH2:30][C:31]([NH:52][S:49]([CH3:48])(=[O:51])=[O:50])=[O:32])[CH:22]=1)([C:5]1[CH:6]=[C:7]2[C:11](=[CH:12][CH:13]=1)[N:10]([C:14]1[CH:15]=[CH:16][C:17]([F:20])=[CH:18][CH:19]=1)[N:9]=[CH:8]2)[OH:4] |f:3.4|. Reported procedure: To a solution of 107 mg (0.22 mmol) of (3-{2,2,2-trifluoro-1-[1-(4-fluorophenyl)-1H-indazol-5-yl]-1-hydroxyethyl}pyrrolo[2,3-b]pyridin-1-yl)acetic acid in 3 mL of DMF was added 108 mg (0.66 mmol) of N,N-carbonyldiimidazole. The mixture stirred for 5 minutes and then 63 mg (0.66 mmol) of methanesulfonamide was added. After 30 minutes, the reaction was monitored by LCMS indicating only starting material [MS m/z 485.29 (MH+)]. To the mixture was added sodium hydride and the mixture stirred for 1.5 ... Starting materials: COC(=O)COc1cc2c(c3c1c(C(=O)C(N)=O)c(C)n3Cc1ccccc1Br)CCC2, CO, Cl, [Li+], [OH-], O. Product: Cc1c(C(=O)C(N)=O)c2c(OCC(=O)O)cc3c(c2n1Cc1ccccc1Br)CCC3. Reaction SMILES: [CH3:1][O:2][C:3]([CH2:4][O:5][c:6]1[c:7]2[c:8]([C:27]([C:28](=[O:29])[NH2:30])=[O:31])[c:9]([CH3:26])[n:10]([CH2:18][c:19]3[c:20]([Br:25])[cH:21][cH:22][cH:23][cH:24]3)[c:11]2[c:12]2[c:13]([cH:14]1)[CH2:15][CH2:16][CH2:17]2)=[O:32].[CH3:36][OH:37].[ClH:35].[Li+:33].[OH-:34].[OH2:38]>>[O:2]=[C:3]([CH2:4][O:5][c:6]1[c:7]2[c:8]([C:27]([C:28](=[O:29])[NH2:30])=[O:31])[c:9]([CH3:26])[n:10]([CH2:18][c:19]3[c:20]([Br:25])[cH:21][cH:22][cH:23][cH:24]3)[c:11]2[c:12]2[c:13]([cH:14]1)[CH2:15][CH2:16][CH2:17]2)[OH:32]. Starting materials: CC1([C@@H](N(C(O1)=O)C1=CC=C(C(=O)O)C=C1)C1=CC=CC=C1)C ((S)-4-(5,5-dimethyl-2-oxo-4-phenyloxazolidin-3-yl)benzoic acid), S(=O)(Cl)Cl (thionyl chloride). The solvent is C(Cl)Cl (DCM). Reaction conditions: temperature 40 celsius, time 2 hour. Yields the product CC1([C@@H](N(C(O1)=O)C1=CC=C(C(=O)Cl)C=C1)C1=CC=CC=C1)C ((S)-4-(5,5-Dimethyl-2-oxo-4-phenyloxazolidin-3-yl)benzoyl chloride). RXN SMILES: [CH3:1][C:2]1([CH3:23])[O:6][C:5](=[O:7])[N:4]([C:8]2[CH:16]=[CH:15][C:11]([C:12](O)=[O:13])=[CH:10][CH:9]=2)[C@H:3]1[C:17]1[CH:22]=[CH:21][CH:20]=[CH:19][CH:18]=1.S(Cl)([Cl:26])=O>C(Cl)Cl>[CH3:1][C:2]1([CH3:23])[O:6][C:5](=[O:7])[N:4]([C:8]2[CH:16]=[CH:15][C:11]([C:12]([Cl:26])=[O:13])=[CH:10][CH:9]=2)[C@H:3]1[C:17]1[CH:22]=[CH:21][CH:20]=[CH:19][CH:18]=1. Procedure: To a vial charged with (S)-4-(5,5-dimethyl-2-oxo-4-phenyloxazolidin-3-yl)benzoic acid (0.200 g, 0.642 mmol) was added DCM (2.57 mL) followed by thionyl chloride (0.469 mL, 6.42 mmol). The vial containing the resulting mixture was sealed and shaken at 40° C. for 2 hours. LC-MS indicated near complete conversion to desired product (primarily methyl ester peak identified). The mixture was dried under reduced pressure providing the product as a light yellow solid. Mass of product not obtained. m/z (... Starting materials: Cl.C1(=CC=CC=C1)OC(=O)C=1NC2=C(C=CC(=C2C1)C(CNC(C)(C)C)=O)O (4-tert-butylaminoacetyl-7-hydroxyindole-2-carboxylic acid phenyl ester hydrochloride). Run in CO (methanol), O1CCCC1 (tetrahydrofuran). Product: Cl.C1(=CC=CC=C1)OC(=O)C=1NC2=C(C=CC(=C2C1)C(CNC(C)(C)C)O)O (4-(2-tert-butylamino-1-hydroxy-ethyl)-7-hydroxyindole-2-carboxylic acid phenyl ester hydrochloride). Isolated yield 89.6%. Reaction SMILES: [ClH:1].[C:2]1([O:8][C:9]([C:11]2[NH:12][C:13]3[C:18]([CH:19]=2)=[C:17]([C:20](=[O:27])[CH2:21][NH:22][C:23]([CH3:26])([CH3:25])[CH3:24])[CH:16]=[CH:15][C:14]=3[OH:28])=[O:10])[CH:7]=[CH:6][CH:5]=[CH:4][CH:3]=1>CO.O1CCCC1>[ClH:1].[C:2]1([O:8][C:9]([C:11]2[NH:12][C:13]3[C:18]([CH:19]=2)=[C:17]([CH:20]([OH:27])[CH2:21][NH:22][C:23]([CH3:24])([CH3:26])[CH3:25])[CH:16]=[CH:15][C:14]=3[OH:28])=[O:10])[CH:7]=[CH:6][CH:5]=[CH:4][CH:3]=1 |f:0.1,4.5|. Procedure details: Under the conditions of Example 14(E), 1.5 g of 4-tert-butylaminoacetyl-7-hydroxyindole-2-carboxylic acid phenyl ester hydrochloride is hydrogenated in a mixture of 40 ml of methanol and 40 ml of tetrahydrofuran and worked up, thus producing 1.35 g of 4-(2-tert-butylamino-1-hydroxy-ethyl)-7-hydroxyindole-2-carboxylic acid phenyl ester hydrochloride, decomposition point 165°-166° C. The reactants are CCOC(=O)c1c(-c2ccc(Br)cc2)csc1N1C(=O)c2ccccc2C1=O, CO, Cl, [Na+], [OH-], O. The product is O=C(O)c1c(-c2ccc(Br)cc2)csc1N1C(=O)c2ccccc2C1=O. Reaction SMILES: [CH2:5]([CH3:6])[O:7][C:8](=[O:9])[c:10]1[c:11]([N:22]2[C:23](=[O:32])[c:24]3[cH:25][cH:26][cH:27][cH:28][c:29]3[C:30]2=[O:31])[s:12][cH:13][c:14]1-[c:15]1[cH:16][cH:17][c:18]([Br:21])[cH:19][cH:20]1.[CH3:3][OH:4].[ClH:33].[Na+:2].[OH-:1].[OH2:34]>>[O:7]=[C:8]([OH:9])[c:10]1[c:11]([N:22]2[C:23](=[O:32])[c:24]3[cH:25][cH:26][cH:27][cH:28][c:29]3[C:30]2=[O:31])[s:12][cH:13][c:14]1-[c:15]1[cH:16][cH:17][c:18]([Br:21])[cH:19][cH:20]1. Starting materials: FC(C(=O)O)(C1=CC=C(C2=CC=CC=C12)F)F (2,2-difluoro-2-(4-fluoronaphthyl)acetic acid), CCN(C(C)C)C(C)C (DIEA), C(C)(=O)OCCC1=C(C(=CC=C1[N+](=O)[O-])N)F (2-(3-amino-2-fluoro-6-nitrophenyl)ethyl acetate), FC(C(=O)Cl)(C1=CC=C(C2=CC=CC=C12)F)F (2,2-difluoro-2-(4-fluoronaphthyl)acetyl chloride), C(C(=O)Cl)(=O)Cl (oxalyl chloride). Solvent: C(Cl)Cl (DCM), C(Cl)Cl (DCM), C(Cl)Cl (DCM). Run at time 1 hour. Product: C(C)(=O)OCCC1=C(C(=CC=C1[N+](=O)[O-])NC(C(C1=CC=C(C2=CC=CC=C12)F)(F)F)=O)F (2-{3-[2,2-Difluoro-2-(4-fluoronaphthyl)acetylamino]-2-fluoro-6-nitrophenyl}ethyl acetate). The yield is 61.0%. Reaction SMILES: CCN(C(C)C)C(C)C.[C:10]([O:13][CH2:14][CH2:15][C:16]1[C:21]([N+:22]([O-:24])=[O:23])=[CH:20][CH:19]=[C:18]([NH2:25])[C:17]=1[F:26])(=[O:12])[CH3:11].[F:27][C:28]([F:43])([C:32]1[C:41]2[C:36](=[CH:37][CH:38]=[CH:39][CH:40]=2)[C:35]([F:42])=[CH:34][CH:33]=1)[C:29](Cl)=[O:30].FC(F)(C1C2C(=CC=CC=2)C(F)=CC=1)C(O)=O.C(Cl)(=O)C(Cl)=O>C(Cl)Cl>[C:10]([O:13][CH2:14][CH2:15][C:16]1[C:21]([N+:22]([O-:24])=[O:23])=[CH:20][CH:19]=[C:18]([NH:25][C:29](=[O:30])[C:28]([F:43])([F:27])[C:32]2[C:41]3[C:36](=[CH:37][CH:38]=[CH:39][CH:40]=3)[C:35]([F:42])=[CH:34][CH:33]=2)[C:17]=1[F:26])(=[O:12])[CH3:11]. Procedure: To a solution of DIEA (7.8 mL) and 2-(3-amino-2-fluoro-6-nitrophenyl)ethyl acetate (4.6 g, 19 mmol), prepared as in step 8 of Example 1, in DCM (60 mL) was added 2,2-difluoro-2-(4-fluoronaphthyl)acetyl chloride (prepared by refluxing 2,2-difluoro-2-(4-fluoronaphthyl)acetic acid, as prepared in the preceding step, with oxalyl chloride) (7.8 g, 30 mmol) in DCM (40 mL). The mixture was stirred at room temperature for 1 hour. Additional DCM (100 ML) was added, and the resulting mixture was washed wi...